From a dataset of the Open Reaction Database (ORD), a public repository of structured organic reaction records. describe an organic reaction: reactants, conditions, products, and yield Reaction SMILES: [CH3:1][c:2]1[cH:3][cH:4][c:5]([CH2:6][CH2:7][OH:8])[cH:9][c:10]1[CH2:11][CH2:12][CH2:13][CH2:14][CH3:15].[CH3:32][c:33]1[cH:34][cH:35][c:36]([CH2:37][CH2:38][OH:39])[cH:40][c:41]1[CH:42]=[CH:43][CH2:44][CH2:45][CH3:46].[O:16]([CH3:17])[c:18]1[c:19]([CH:27]=[CH:28][CH2:29][CH2:30][CH3:31])[cH:20][c:21]([CH2:24][CH2:25][OH:26])[cH:22][cH:23]1>>[O:16]([CH3:17])[c:18]1[c:19]([CH2:27][CH2:28][CH2:29][CH2:30][CH3:31])[cH:20][c:21]([CH2:24][CH2:25][OH:26])[cH:22][cH:23]1. Product: CCCCCc1cc(CCO)ccc1OC. Reactants: CCCCCc1cc(CCO)ccc1C, CCCC=Cc1cc(CCO)ccc1C, CCCC=Cc1cc(CCO)ccc1OC. Starting materials: CC(=O)c1ccc(C(C)N2C(=O)c3ccccc3C2=O)c(F)c1, C[Mg+], CC(=O)O, [Cl-], Cl[Ce](Cl)Cl, C1CCOC1, O. Yields the product CC(c1ccc(C(C)(C)O)cc1F)N1C(=O)c2ccccc2C1=O. RXN SMILES: [C:1]([CH3:2])(=[O:3])[c:4]1[cH:5][c:6]([F:23])[c:7]([CH:10]([CH3:11])[N:12]2[C:13](=[O:22])[c:14]3[cH:15][cH:16][cH:17][cH:18][c:19]3[C:20]2=[O:21])[cH:8][cH:9]1.[CH3:29][Mg+:30].[CH3:37][C:38](=[O:39])[OH:40].[Cl-:28].[Cl:24][Ce:25]([Cl:26])[Cl:27].[O:32]1[CH2:33][CH2:34][CH2:35][CH2:36]1.[OH2:31]>>[C:1]([CH3:2])([OH:3])([c:4]1[cH:5][c:6]([F:23])[c:7]([CH:10]([CH3:11])[N:12]2[C:13](=[O:22])[c:14]3[cH:15][cH:16][cH:17][cH:18][c:19]3[C:20]2=[O:21])[cH:8][cH:9]1)[CH3:29]. Reactants: CC(C)CC(NC(=O)c1ccc(C2CCOC2)c(OCC2CC2)n1)C(N)=O, Cc1nc(C(C)(C)N)no1, O=C(O)c1ccc(C2CCOC2)c(OCC2CC2)n1, O=C(O)c1ccc(C2CCCO2)c(OCC2CC2)n1. Product: Cc1nc(C(C)(C)NC(=O)c2ccc(C3CCOC3)c(OCC3CC3)n2)no1. Reaction SMILES: [C:39]([CH:40]([NH:41][C:42]([c:43]1[cH:44][cH:45][c:46]([CH:47]2[CH2:48][CH2:49][O:50][CH2:51]2)[c:52]([O:53][CH2:54][CH:55]2[CH2:56][CH2:57]2)[n:58]1)=[O:59])[CH2:60][CH:61]([CH3:62])[CH3:63])(=[O:64])[NH2:65].[CH3:66][C:67]([NH2:68])([c:69]1[n:70][o:71][c:72]([CH3:74])[n:73]1)[CH3:75].[CH:1]1([CH2:4][O:5][c:6]2[c:7]([CH:15]3[CH2:16][O:17][CH2:18][CH2:19]3)[cH:8][cH:9][c:10]([C:12](=[O:13])[OH:14])[n:11]2)[CH2:2][CH2:3]1.[CH:20]1([CH2:21][O:22][c:23]2[n:24][c:25]([C:26]([OH:27])=[O:28])[cH:29][cH:30][c:31]2[CH:32]2[CH2:33][CH2:34][CH2:35][O:36]2)[CH2:37][CH2:38]1>>[CH:1]1([CH2:4][O:5][c:6]2[c:7]([CH:15]3[CH2:16][O:17][CH2:18][CH2:19]3)[cH:8][cH:9][c:10]([C:12](=[O:14])[NH:68][C:67]([CH3:66])([c:69]3[n:70][o:71][c:72]([CH3:74])[n:73]3)[CH3:75])[n:11]2)[CH2:2][CH2:3]1. Reactants: O=C([O-])[O-], Cc1ccccc1, O=C(Cl)OCc1ccccc1, COC(=O)c1sc(C(C)(C)C)cc1N, [Na+], [Na+], O. The product is COC(=O)c1sc(C(C)(C)C)cc1NC(=O)OCc1ccccc1. As a reaction SMILES: [C:26](=[O:27])([O-:28])[O-:29].[CH3:32][c:33]1[cH:34][cH:35][cH:36][cH:37][cH:38]1.[Cl:15][C:16](=[O:17])[O:18][CH2:19][c:20]1[cH:21][cH:22][cH:23][cH:24][cH:25]1.[NH2:1][c:2]1[c:3]([C:11](=[O:12])[O:13][CH3:14])[s:4][c:5]([C:7]([CH3:8])([CH3:9])[CH3:10])[cH:6]1.[Na+:30].[Na+:31].[OH2:39]>>[NH:1]([c:2]1[c:3]([C:11](=[O:12])[O:13][CH3:14])[s:4][c:5]([C:7]([CH3:8])([CH3:9])[CH3:10])[cH:6]1)[C:16](=[O:17])[O:18][CH2:19][c:20]1[cH:21][cH:22][cH:23][cH:24][cH:25]1. Starting materials: CCI, CN(C)C=O, O=C1COc2cc(F)c(-n3nc4c(c3Cl)CCCC4)cc2N1, [H-], [Na+], O. Product: CCN1C(=O)COc2cc(F)c(-n3nc4c(c3Cl)CCCC4)cc21. Reaction SMILES: [CH2:25]([CH3:26])[I:27].[CH3:29][N:30]([CH3:31])[CH:32]=[O:33].[Cl:1][c:2]1[n:3](-[c:11]2[c:12]([F:22])[cH:13][c:14]3[c:15]([cH:21]2)[NH:16][C:17](=[O:20])[CH2:18][O:19]3)[n:4][c:5]2[c:10]1[CH2:9][CH2:8][CH2:7][CH2:6]2.[H-:23].[Na+:24].[OH2:28]>>[Cl:1][c:2]1[n:3](-[c:11]2[c:12]([F:22])[cH:13][c:14]3[c:15]([cH:21]2)[N:16]([CH2:25][CH3:26])[C:17](=[O:20])[CH2:18][O:19]3)[n:4][c:5]2[c:10]1[CH2:9][CH2:8][CH2:7][CH2:6]2. Starting materials: [Si](C)(C)(C(C)(C)C)OCC=1OC=C(N1)C1(CC1)O (1-(2-(((tert-butyldimethylsilyl)oxy)methyl)oxazol-4-yl)cyclopropanol), C(C(C)(C)C)(=O)Cl (pivaloyl chloride), N#N (N2), [NH4+].[Cl-] (NH4Cl). Solvent: N1=CC=CC=C1 (pyridine), CC(OCC)=O (EA). Reaction conditions: time 8 hour. The product is C(C(C)(C)C)(=O)OC1(CC1)C=1N=C(OC1)CO[Si](C)(C)C(C)(C)C (1-(2-(((tert-Butyldimethylsilyl)oxy)methyl)oxazol-4-yl)cyclopropyl pivalate). Reaction SMILES: N#N.[Si:3]([O:10][CH2:11][C:12]1[O:13][CH:14]=[C:15]([C:17]2([OH:20])[CH2:19][CH2:18]2)[N:16]=1)([C:6]([CH3:9])([CH3:8])[CH3:7])([CH3:5])[CH3:4].[C:21](Cl)(=[O:26])[C:22]([CH3:25])([CH3:24])[CH3:23].[NH4+].[Cl-]>N1C=CC=CC=1.CC(=O)OCC>[C:21]([O:20][C:17]1([C:15]2[N:16]=[C:12]([CH2:11][O:10][Si:3]([C:6]([CH3:9])([CH3:7])[CH3:8])([CH3:5])[CH3:4])[O:13][CH:14]=2)[CH2:18][CH2:19]1)(=[O:26])[C:22]([CH3:25])([CH3:24])[CH3:23] |f:3.4|. Procedure details: In a flame dried round-bottomed flask equipped with a magnetic stir bar and under inert atmosphere (N2), a solution of 1-(2-(((tert-butyldimethylsilyl)oxy)methyl)oxazol-4-yl)cyclopropanol (509 mg, 1.89 mmol) in pyridine (2.0 mL) was treated with pivaloyl chloride (0.28 mL, 2.27 mmol) and the reaction mixture was stirred at rt overnight. Sat. aq. NH4Cl (10 mL) was added followed by EA (10 mL). The org. layer was washed with a CuSO4 sol. (2×15 mL) followed by brine (10 mL). The layers were separat... Reactants: alkylated acetamide, CC1(C(NC2=CC(=C(C=C12)NC(C)=O)[N+](=O)[O-])=O)C (N-(3,3-dimethyl-6-nitro-2-oxo-2,3-dihydro-1H-indol-5-yl)-acetamide), light petroleum EtOAc, BrC\C=C/CC ((Z)-1-bromo-2-pentene), CC(C)(C)[O-].[K+] (KOtBu), C1CCC2=NCCCN2CC1 (DBU). Solvent: CO (MeOH). The product is NC=1C=C2C(C(N(C2=CC1[N+](=O)[O-])C\C=C/CC)=O)(C)C ((Z)-5-amino-3,3-dimethyl-6-nitro-1-(pent-2-enyl)-1,3-dihydro-indol-2-one). Isolated yield 38.4%. As a reaction SMILES: [CH3:1][C:2]1([CH3:19])[C:10]2[C:5](=[CH:6][C:7]([N+:15]([O-:17])=[O:16])=[C:8]([NH:11]C(=O)C)[CH:9]=2)[NH:4][C:3]1=[O:18].Br[CH2:21]/[CH:22]=[CH:23]\[CH2:24][CH3:25].CC([O-])(C)C.[K+].C1CCN2C(=NCCC2)CC1>CO>[NH2:11][C:8]1[CH:9]=[C:10]2[C:5](=[CH:6][C:7]=1[N+:15]([O-:17])=[O:16])[N:4]([CH2:21]/[CH:22]=[CH:23]\[CH2:24][CH3:25])[C:3](=[O:18])[C:2]2([CH3:1])[CH3:19] |f:2.3|. Procedure: Analogously to general procedure (I) N-(3,3-dimethyl-6-nitro-2-oxo-2,3-dihydro-1H-indol-5-yl)-acetamide (1.47 g) is alkylated using (Z)-1-bromo-2-pentene (1 g; 6.71 mmol) and KOtBu (0.75 g; 6.71 mmol) at RT for 20 h. After aqueous work-up and flash chromatography on silica gel eluting with light petroleum/EtOAc (2.5:1) the pure alkylated acetamide (0.85 g; 2.56 mmol) is de-acetylated under reflux conditions using DBU (0.7 ml) in MeOH (60 ml). (Z)-5-amino-3,3-dimethyl-6-nitro-1-(pent-2-enyl)-1,3-... Starting materials: COC(=O)CCSc1cnc(Nc2nc(C3CCN(C(C)=O)CC3)cs2)c(Oc2ccccc2)c1, CC(C)(C)[O-], CS(C)=O, [Cl-], Clc1ccnc2ccsc12, [K+], [NH4+]. Yields the product CC(=O)N1CCC(c2csc(Nc3ncc(Sc4ccnc5ccsc45)cc3Oc3ccccc3)n2)CC1, Cl, Cl. Reaction SMILES: [C:1]([CH3:2])(=[O:3])[N:4]1[CH2:5][CH2:6][CH:7]([c:10]2[n:11][c:12]([NH:15][c:16]3[c:17]([O:29][c:30]4[cH:31][cH:32][cH:33][cH:34][cH:35]4)[cH:18][c:19]([S:22][CH2:23][CH2:24][C:25]([O:26][CH3:27])=[O:28])[cH:20][n:21]3)[s:13][cH:14]2)[CH2:8][CH2:9]1.[CH3:46][C:47]([CH3:48])([O-:49])[CH3:50].[CH3:54][S:55]([CH3:56])=[O:57].[Cl-:52].[Cl:36][c:37]1[c:38]2[c:39]([n:40][cH:41][cH:42]1)[cH:43][cH:44][s:45]2.[K+:51].[NH4+:53]>>[C:1]([CH3:2])(=[O:3])[N:4]1[CH2:5][CH2:6][CH:7]([c:10]2[n:11][c:12]([NH:15][c:16]3[c:17]([O:29][c:30]4[cH:31][cH:32][cH:33][cH:34][cH:35]4)[cH:18][c:19]([S:22][c:37]4[c:38]5[c:39]([n:40][cH:41][cH:42]4)[cH:43][cH:44][s:45]5)[cH:20][n:21]3)[s:13][cH:14]2)[CH2:8][CH2:9]1.[ClH:36].[ClH:52]. The reactants are CN(C(C[C@@H](C=1SC=CC1)NC(OCC1=CC=CC=C1)=O)=O)C ((S)-benzyl 3-(dimethylamino)-3-oxo-1-(thiophen-2-yl)propylcarbamate), B (borane). The solvent is O1CCCC1 (tetrahydrofuran), O1CCCC1 (tetrahydrofuran). Conditions: time 2 hour. Product: CN(CC[C@H](N)C=1SC=CC1)C ((S)—N1,N1-dimethyl-3-(thiophen-2-yl)propane-1,3-diamine). RXN SMILES: [CH3:1][N:2]([CH3:23])[C:3](=O)[CH2:4][C@H:5]([NH:11]C(=O)OCC1C=CC=CC=1)[C:6]1[S:7][CH:8]=[CH:9][CH:10]=1.B>O1CCCC1>[CH3:23][N:2]([CH3:1])[CH2:3][CH2:4][C@@H:5]([C:6]1[S:7][CH:8]=[CH:9][CH:10]=1)[NH2:11]. Procedure: A solution of EXAMPLE 161B (400 mg) and borane in tetrahydrofuran (1M, 2.5 mL) in tetrahydrofuran (6 mL) was stirred for 24 hours. The reaction was quenched with methanol, taken up in pH 7 buffer solution, and extracted three times with ethyl acetate. The combined extracts were washed with brine and concentrated. The crude product was taken up in HBr in acetic acid (1.1 mL) and stirred for 2 hours. The reaction was poured into CH2Cl2 (50 mL) and washed with 1M NaOH solution. The organic layer wa... Starting materials: [Al+3], C=CCNc1c(C(=O)OCC)cnc2cn(C(C)(C)OC)nc12, C1CCOC1, [H-], [H-], [H-], [H-], [Li+], [Na+], [OH-], O. Product: C=CCNc1c(CO)cnc2cn(C(C)(C)OC)nc12. As a reaction SMILES: [Al+3:25].[CH2:1]([CH:2]=[CH2:3])[NH:4][c:5]1[c:6]2[c:7]([n:8][cH:9][c:10]1[C:11](=[O:12])[O:13][CH2:14][CH3:15])[cH:16][n:17]([C:19]([CH3:20])([CH3:21])[O:22][CH3:23])[n:18]2.[CH2:33]1[O:34][CH2:35][CH2:36][CH2:37]1.[H-:24].[H-:27].[H-:28].[H-:29].[Li+:26].[Na+:32].[OH-:31].[OH2:30]>>[CH2:1]([CH:2]=[CH2:3])[NH:4][c:5]1[c:6]2[c:7]([n:8][cH:9][c:10]1[CH2:11][OH:12])[cH:16][n:17]([C:19]([CH3:20])([CH3:21])[O:22][CH3:23])[n:18]2.